This data is from the Open Reaction Database (ORD), a public repository of structured organic reaction records. The task is: describe an organic reaction: reactants, conditions, products, and yield Reactants: BrC=1SC=CN1 (bromothiazole), C1CCOC1.C1(=CC=CC=C1)C (THF toluene), C1(=CC=CC=C1)P(C1=CC=CC=C1)C1=CC=CC=C1 (triphenylphosphine), C1(=CC=CC=C1)P(C1=CC=CC=C1)C1=CC=CC=C1 (triphenylphosphine), ClC1=NN=C(C2=CC(=C(C=C12)OC)OC)CC1=CC=NC=C1 (1-chloro-6,7-dimethoxy-4-pyridin-4-ylmethyl-phthalazine), C1(=CC=CC=C1)P(C1=CC=CC=C1)C1=CC=CC=C1 (triphenylphosphine). Reagents/catalysts: [Zn] (zinc), C(C)(=O)[O-].[Pd+2].C(C)(=O)[O-] (palladium acetate), C(C)(=O)[O-].[Pd+2].C(C)(=O)[O-] (palladium acetate), C(C)(=O)[O-].[Pd+2].C(C)(=O)[O-] (palladium acetate). The solvent is C(Cl)Cl (methylene chloride). Product: COC=1C=C2C(=NN=C(C2=CC1OC)CC1=CC=NC=C1)C=1SC=CN1 (6,7-dimethoxy-1-pyridin-4-ylmethyl-4-thiazol-2-yl-phthalazine). Yield: 38.4%. Reaction SMILES: Br[C:2]1[S:3][CH:4]=[CH:5][N:6]=1.C1COCC1.C1(C)C=CC=CC=1.Cl[C:20]1[C:29]2[C:24](=[CH:25][C:26]([O:32][CH3:33])=[C:27]([O:30][CH3:31])[CH:28]=2)[C:23]([CH2:34][C:35]2[CH:40]=[CH:39][N:38]=[CH:37][CH:36]=2)=[N:22][N:21]=1.C1(P(C2C=CC=CC=2)C2C=CC=CC=2)C=CC=CC=1>[Zn].C([O-])(=O)C.[Pd+2].C([O-])(=O)C.C(Cl)Cl>[CH3:31][O:30][C:27]1[CH:28]=[C:29]2[C:24](=[CH:25][C:26]=1[O:32][CH3:33])[C:23]([CH2:34][C:35]1[CH:40]=[CH:39][N:38]=[CH:37][CH:36]=1)=[N:22][N:21]=[C:20]2[C:2]1[S:3][CH:4]=[CH:5][N:6]=1 |f:1.2,6.7.8|. Procedure: In anhydrous environment, bromothiazole (831 mg, 5.067 mmoles) and 2:1 THF/toluene (15 ml) were added dropwise to powder zinc (500 mg, 7.6 mmoles), with mild heating. The mixture was brought to reflux for 1.5 hours, then added with 1-chloro-6,7-dimethoxy-4-pyridin-4-ylmethyl-phthalazine (800 mg, 2.53 mmoles), obtained as described in example 15, palladium acetate (28 mg) and triphenylphosphine (66 mg). The mixture was kept under reflux for 3 hours, then added with palladium acetate (56 mg) and t... Reactants: COC1=C(CC2NCCC3=C(C=CC(=C23)OC)OC)C=C(C=C1)OC (1-(2,5-Dimethoxy-benzyl)-5,8-dimethoxy-1,2,3,4-tetrahydroisoquinoline), BrCC(=O)Br (2-bromoacetyl bromide), C(C1=CC=CC=C1)N (benzylamine). The product is COC1=C(CC2N(CCC3=C(C=CC(=C23)OC)OC)CC(=O)NCC2=CC=CC=C2)C=C(C=C1)OC (2-[1-(2,5-Dimethoxy-benzyl)-5,8-dimethoxy-3,4-dihydro-1H-isoquinolin-2-yl]-N-benzyl-acetamide). As a reaction SMILES: [CH3:1][O:2][C:3]1[CH:23]=[CH:22][C:21]([O:24][CH3:25])=[CH:20][C:4]=1[CH2:5][CH:6]1[C:15]2[C:10](=[C:11]([O:18][CH3:19])[CH:12]=[CH:13][C:14]=2[O:16][CH3:17])[CH2:9][CH2:8][NH:7]1.Br[CH2:27][C:28](Br)=[O:29].[CH2:31]([NH2:38])[C:32]1[CH:37]=[CH:36][CH:35]=[CH:34][CH:33]=1>>[CH3:1][O:2][C:3]1[CH:23]=[CH:22][C:21]([O:24][CH3:25])=[CH:20][C:4]=1[CH2:5][CH:6]1[C:15]2[C:10](=[C:11]([O:18][CH3:19])[CH:12]=[CH:13][C:14]=2[O:16][CH3:17])[CH2:9][CH2:8][N:7]1[CH2:27][C:28]([NH:38][CH2:31][C:32]1[CH:37]=[CH:36][CH:35]=[CH:34][CH:33]=1)=[O:29]. Procedure: prepared by reaction of 1-(2,5-Dimethoxy-benzyl)-5,8-dimethoxy-1,2,3,4-tetrahydroisoquinoline and 2-bromoacetyl bromide with benzylamine